From a dataset of the Open Reaction Database (ORD), a public repository of structured organic reaction records. describe an organic reaction: reactants, conditions, products, and yield Starting materials: C(C)(=O)NCCOC([C@H](OC1=CC(=CC=C1)C(F)(F)F)C1=CC=C(C=C1)Cl)=O ((−)-(4-Chloro-phenyl)-(R)-(3-trifluoromethyl-phenoxy)-acetic acid 2-acetylamino-ethyl ester). Run in C(C)(C)OC(C)C (diisopropylether). Reaction conditions: temperature 44 celsius, time 1 hour. The product is C(C)(=O)NCCOC(C(OC1=CC(=CC=C1)C(F)(F)F)C1=CC=C(C=C1)Cl)=O ((−)-(4-Chloro-phenyl)-(3-trifluoromethyl-phenoxy)-acetic acid 2-acetylamino-ethyl ester). Reaction SMILES: [C:1]([NH:4][CH2:5][CH2:6][O:7][C:8](=[O:28])[C@@H:9]([C:21]1[CH:26]=[CH:25][C:24]([Cl:27])=[CH:23][CH:22]=1)[O:10][C:11]1[CH:16]=[CH:15][CH:14]=[C:13]([C:17]([F:20])([F:19])[F:18])[CH:12]=1)(=[O:3])[CH3:2]>C(OC(C)C)(C)C>[C:1]([NH:4][CH2:5][CH2:6][O:7][C:8](=[O:28])[CH:9]([C:21]1[CH:26]=[CH:25][C:24]([Cl:27])=[CH:23][CH:22]=1)[O:10][C:11]1[CH:16]=[CH:15][CH:14]=[C:13]([C:17]([F:18])([F:19])[F:20])[CH:12]=1)(=[O:3])[CH3:2]. Procedure: (−)-(4-Chloro-phenyl)-(R)-(3-trifluoromethyl-phenoxy)-acetic acid 2-acetylamino-ethyl ester (90.0 g) was dissolved in diisopropylether (900 mL) at 55° C. The resulting mixture was polish filtered, the solution cooled to 44° C. over about 20 minutes and seeded. The resulting mixture was stirred for 1 hour at 44° C., cooled to 35° C. over 4 hours, then stirred at 35° C. for 2 hours to yield a thick suspension. The suspension was cooled to −5° C. over about 5 hours and then stirred at −5° C. The re... Starting materials: BrC=1C=C2C(C(NC2=C(C1)CC)=O)=O (5-bromo-7-ethyl-1H-indole-2,3-dione), solution, [BH4-].[Li+] (lithium borohydride). The solvent is O1CCCC1 (tetrahydrofuran), O1CCCC1 (tetrahydrofuran). Conditions: temperature 90 celsius, time 5 hour. The product is crude product, BrC=1C=C2C=CNC2=C(C1)CC (5-bromo-7-ethyl-1H-indole). As a reaction SMILES: [Br:1][C:2]1[CH:3]=[C:4]2[C:8](=[C:9]([CH2:11][CH3:12])[CH:10]=1)[NH:7][C:6](=O)[C:5]2=O.[BH4-].[Li+]>O1CCCC1>[Br:1][C:2]1[CH:3]=[C:4]2[C:8](=[C:9]([CH2:11][CH3:12])[CH:10]=1)[NH:7][CH:6]=[CH:5]2 |f:1.2|. Reported procedure: To a solution of 5-bromo-7-ethyl-1H-indole-2,3-dione (36.g, 144 mmol) in tetrahydrofuran (120 mL) at room temperature was dropped a 2.0 M solution of lithium borohydride in tetrahydrofuran. The reaction mixture was stirred at 90° C. (oil bath) for 5 hours. After cooling down to room temperature, it was quenched with 5% hydrochloric acid solution until the excess lithium borohydride was destroyed. To the mixture was added saturated sodium bicarbonate solution (300 mL) and extracted with ethyl ace... Starting materials: styrene-butadiene copolymer, C=CC1=CC=CC=C1 (styrene), C(C(=C)C)(=O)OC (methyl methacrylate), S(O)(O)(=O)=O (sulfuric acid). Reaction conditions: temperature 85 celsius, time 10 minute. Product: C=CC=C (butadiene), C=CC1=CC=CC=C1 (styrene), C(C(=C)C)(=O)OC (methyl methacrylate). The yield is 30.0%. RXN SMILES: [CH2:1]=[CH:2][C:3]1[CH:8]=[CH:7][CH:6]=[CH:5][CH:4]=1.[C:9]([O:14][CH3:15])(=[O:13])[C:10]([CH3:12])=[CH2:11].S(=O)(=O)(O)O>>[CH2:1]=[CH:2][CH:3]=[CH2:4].[CH2:1]=[CH:2][C:3]1[CH:8]=[CH:7][CH:6]=[CH:5][CH:4]=1.[C:9]([O:14][CH3:15])(=[O:13])[C:10]([CH3:12])=[CH2:11]. Procedure: Emulsified latex (mean particle diameter 0.1 μm, solid content 45%; viscosity 0.1 poise and density 1 g/cm3 ) which comprised 50% of butadiene component, 20% of styrene component and 30% of methyl methacrylate component was prepared by graft copolymerization of a styrene-butadiene copolymer with styrene and methyl methacrylate. This emulsified latex was discharged into a 0.2% aqueous sulfuric acid solution at 30° C. from fine tubes of 0.7 mm in inner diameter and 1 cm in length at a linear speed... Starting materials: CN1CCN(c2ccc(Nc3nc4c(OCc5ccccc5C#N)cccn4n3)cc2)CC1, CO, [H][H]. Product: CN1CCN(c2ccc(Nc3nc4c(O)cccn4n3)cc2)CC1. As a reaction SMILES: [CH3:1][N:2]1[CH2:3][CH2:4][N:5]([c:8]2[cH:9][cH:10][c:11]([NH:14][c:15]3[n:16][n:17]4[c:18]([c:19]([O:23][CH2:24][c:25]5[cH:26][cH:27][cH:28][cH:29][c:30]5[C:31]#[N:32])[cH:20][cH:21][cH:22]4)[n:33]3)[cH:12][cH:13]2)[CH2:6][CH2:7]1.[CH3:36][OH:37].[H:34][H:35]>>[CH3:1][N:2]1[CH2:3][CH2:4][N:5]([c:8]2[cH:9][cH:10][c:11]([NH:14][c:15]3[n:16][n:17]4[c:18]([c:19]([OH:23])[cH:20][cH:21][cH:22]4)[n:33]3)[cH:12][cH:13]2)[CH2:6][CH2:7]1. Reactants: C(=O)(OC(C)(C)C)N[C@@H](CC1=CC=CC=C1)[C@H](C[C@H](CC1=CC=CC=C1)NC(=O)OC(C)(C)C)O ((2S,3S,5S)-2,5-Bis-(N-Boc-amino)-1,6-diphenyl-3-hydroxyhexane). The reagents and catalysts are [Rh] (rhodium on carbon). Solvent: CO (methanol). Conditions: time 1 day. Yields the product C(=O)(OC(C)(C)C)N[C@@H](CC1CCCCC1)[C@H](C[C@H](CC1CCCCC1)NC(=O)OC(C)(C)C)O ((2S,3S,5S)-2,5-Bis-(N-Boc-amino)-1,6-dicyclohexyl-3-hydroxyhexane). Isolated yield 89.8%. RXN SMILES: [C:1]([NH:8][C@H:9]([C@@H:17]([OH:35])[CH2:18][C@@H:19]([NH:27][C:28]([O:30][C:31]([CH3:34])([CH3:33])[CH3:32])=[O:29])[CH2:20][C:21]1[CH:26]=[CH:25][CH:24]=[CH:23][CH:22]=1)[CH2:10][C:11]1[CH:16]=[CH:15][CH:14]=[CH:13][CH:12]=1)([O:3][C:4]([CH3:7])([CH3:6])[CH3:5])=[O:2]>CO.[Rh]>[C:1]([NH:8][C@H:9]([C@@H:17]([OH:35])[CH2:18][C@@H:19]([NH:27][C:28]([O:30][C:31]([CH3:34])([CH3:33])[CH3:32])=[O:29])[CH2:20][CH:21]1[CH2:22][CH2:23][CH2:24][CH2:25][CH2:26]1)[CH2:10][CH:11]1[CH2:16][CH2:15][CH2:14][CH2:13][CH2:12]1)([O:3][C:4]([CH3:6])([CH3:7])[CH3:5])=[O:2]. Procedure: A mixture of 100 mg of the resultant compound of Example 21 and 100 mg of 5% rhodium on carbon in 3 ml of methanol was shaken under 4 atmospheres of H2 for 1 day. The resulting mixture was filtered and concentrated in vacuo. Silica gel chromatography of the residue using 20% ethyl acetate in hexane provided 92 mg (90%) of the desired compound. 1H NMR (CDCl3) δ 0.75-1.90 (br envelope, 28 H), 1.44 (s, 18H), 3.30 (br, 1H), 3.63 (m, 2H), 3.72 (m, 1H), 4.41 (br, 1H), 4.66 (br d, 1H). Mass spectrum: (... The reactants are COC=1C=C(C=CC1)C1N(CCC1)CCN1C(C2=CC=CC=C2C1=O)=O (2-{2-[2-(3-methoxyphenyl)-1-pyrrolidinyl]ethyl}-1H-isoindole-1,3(2H)dione), NN (hydrazine). Run in C(C)O (ethanol), C(Cl)(Cl)Cl (chloroform). Product: NCCN1C(CCC1)C1=CC(=CC=C1)OC (N-(2-aminoethyl)-2-(3-methoxyphenyl)pyrrolidine). RXN SMILES: [CH3:1][O:2][C:3]1[CH:4]=[C:5]([CH:9]2[CH2:13][CH2:12][CH2:11][N:10]2[CH2:14][CH2:15][N:16]2C(=O)C3C(=CC=CC=3)C2=O)[CH:6]=[CH:7][CH:8]=1.NN>C(O)C.C(Cl)(Cl)Cl>[NH2:16][CH2:15][CH2:14][N:10]1[CH2:11][CH2:12][CH2:13][CH:9]1[C:5]1[CH:6]=[CH:7][CH:8]=[C:3]([O:2][CH3:1])[CH:4]=1. Reported procedure: To a solution of 2-{2-[2-(3-methoxyphenyl)-1-pyrrolidinyl]ethyl}-1H-isoindole-1,3(2H)dione (0.92 g) in ethanol (30 ml) and chloroform (5 ml) was added anhydrous hydrazine (98%, 0.42 ml) at ambient temperature, under nitrogen. The reaction mixture was warmed under reflux for 1.5 hrs, cooled to ambient temperature, and filtered. The filter cake was washed with ethanol and the combined filtrates were concentrated. The residue was diluted with dichloromethane/ether. The organic solvents were decante... The reactants are CNC1=CC(=CC=C1)F (N-methyl-m-fluoroaniline), II (iodine), ClC=1C=C(CCl)C=CC1 (m-chlorobenzyl chloride), C(C)(=O)[O-].[Na+] (sodium acetate). Yields the product CN(C1=CC(=CC=C1)F)CC1=CC(=CC=C1)Cl (N-methyl-N-m-chlorobenzyl-m-fluoroaniline). As a reaction SMILES: [CH3:1][NH:2][C:3]1[CH:8]=[CH:7][CH:6]=[C:5]([F:9])[CH:4]=1.[Cl:10][C:11]1[CH:12]=[C:13]([CH:16]=[CH:17][CH:18]=1)[CH2:14]Cl.C([O-])(=O)C.[Na+].II>>[CH3:1][N:2]([CH2:14][C:13]1[CH:16]=[CH:17][CH:18]=[C:11]([Cl:10])[CH:12]=1)[C:3]1[CH:8]=[CH:7][CH:6]=[C:5]([F:9])[CH:4]=1 |f:2.3|. Procedure details: N-methyl-N-m-chlorobenzyl-m-fluoroaniline was prepared from 17.5 grams (0.14 mole) of N-methyl-m-fluoroaniline, 23. grams (0.14 mole) m-chlorobenzyl chloride (Aldrich), 11.9 grams anhydrous sodium acetate and 0.12 grams iodine according to the procedure described in Example III. Yield 28.6 grams (83.7 percent), boiling point 172° C. at 0.07 mmHg.